Dataset: the Open Reaction Database (ORD), a public repository of structured organic reaction records. Task: describe an organic reaction: reactants, conditions, products, and yield The reactants are O=C([O-])[O-], COc1ccc(CCCl)cc1, [Cs+], [Cs+], NC1CCC(O)CC1, CN(C)C=O. Product: COc1ccc(CCNC2CCC(O)CC2)cc1. Reaction SMILES: [C:9](=[O:10])([O-:11])[O-:12].[Cl:15][CH2:16][CH2:17][c:18]1[cH:19][cH:20][c:21]([O:24][CH3:25])[cH:22][cH:23]1.[Cs+:13].[Cs+:14].[NH2:1][CH:2]1[CH2:3][CH2:4][CH:5]([OH:8])[CH2:6][CH2:7]1.[O:26]=[CH:27][N:28]([CH3:29])[CH3:30]>>[NH:1]([CH:2]1[CH2:3][CH2:4][CH:5]([OH:8])[CH2:6][CH2:7]1)[CH2:16][CH2:17][c:18]1[cH:19][cH:20][c:21]([O:24][CH3:25])[cH:22][cH:23]1. As a reaction SMILES: C(O[C:6](=O)[N:7](C)[C@@H:8]([C:20](=[O:37])[NH:21][C@@H:22]([C:34](=[S:36])[NH2:35])[CH2:23][C:24]1[CH:33]=[CH:32][C:31]2[C:26](=[CH:27][CH:28]=[CH:29][CH:30]=2)[CH:25]=1)[CH2:9][C:10]1[CH:19]=[CH:18][C:17]2[C:12](=[CH:13][CH:14]=[CH:15][CH:16]=2)[CH:11]=1)(C)(C)C.FC(F)(F)C(O)=O>C(Cl)Cl>[CH3:6][NH:7][C@H:8]([CH2:9][C:10]1[CH:19]=[CH:18][C:17]2[C:12](=[CH:13][CH:14]=[CH:15][CH:16]=2)[CH:11]=1)[C:20]([NH:21][C@@H:22]([C:34](=[S:36])[NH2:35])[CH2:23][C:24]1[CH:33]=[CH:32][C:31]2[C:26](=[CH:27][CH:28]=[CH:29][CH:30]=2)[CH:25]=1)=[O:37]. The product is CN[C@@H](C(=O)N[C@H](CC1=CC2=CC=CC=C2C=C1)C(N)=S)CC1=CC2=CC=CC=C2C=C1 ((2R)-2-methylamino-3-(2-naphthyl)-N-((1R)-2-(2-naphthyl)-1-thiocarbamoylethyl)propionamide). Run at time 1 hour. The yield is 98.5%. The solvent is C(Cl)Cl (methylene chloride). Procedure details: N-Methyl-N-((1R)-2-(2-naphthyl)-1-((1R)-2-(2-naphthyl)-1-thiocarbamoylethylcarbamoyl)ethyl)carbamic acid tert-butylester (0.25 g; 0.462 mmol) was dissolved in methylene chloride (1.5 ml) and trifluoroacetic acid (1.5 ml) was added. The reaction mixture was stirred 1 h at RT. The solvent was removed in vacuo and the residue was dissolved in methylene chloride (5 ml) and washed with aqueous sodium hydrogencarbonate (5 ml). The organic phase was dried (Magnesium sulfate) and the solvent was removed... Reactants: C(C)(C)(C)OC(N([C@H](CC1=CC2=CC=CC=C2C=C1)C(N[C@H](CC1=CC2=CC=CC=C2C=C1)C(N)=S)=O)C)=O (N-Methyl-N-((1R)-2-(2-naphthyl)-1-((1R)-2-(2-naphthyl)-1-thiocarbamoylethylcarbamoyl)ethyl)carbamic acid tert-butylester), FC(C(=O)O)(F)F (trifluoroacetic acid). Reactants: aqueous solution, Cl.N1=CC=C(C=C1)CCCC(=O)O (4-(4-pyridyl)butanoic acid hydrochloride). The reagents and catalysts are [Pt] (platinum on charcoal). The solvent is O (water). Reaction conditions: time 15 hour. The product is Cl.N1CCC(CC1)CCCC(=O)O (4-(4-piperidyl)butanoic acid hydrochloride). Reaction SMILES: [ClH:1].[N:2]1[CH:7]=[CH:6][C:5]([CH2:8][CH2:9][CH2:10][C:11]([OH:13])=[O:12])=[CH:4][CH:3]=1>[Pt].O>[ClH:1].[NH:2]1[CH2:7][CH2:6][CH:5]([CH2:8][CH2:9][CH2:10][C:11]([OH:13])=[O:12])[CH2:4][CH2:3]1 |f:0.1,4.5|. Reported procedure: To the 30% aqueous solution of 4-(4-pyridyl)butanoic acid hydrochloride prepared in step 2 (208.9 kg) and water (145 kg) is added platinum on charcoal (50% wet, 5%, 2.52 kg). The mixture is hydrogenated at about 70° C. under atmospheric pressure over 15 hours and then allowed to cool to ambient temperature. The catalyst is filtered and washed with water (20 kg). The resulting aqueous 16% solution of 4-piperidinebutanoic acid hydrochloride (388.5 kg) is used as is in step 4. The reactants are C(C)(C)(C)OC(=O)NC1=C(C(=O)NCC(=O)NCC2CCNCC2)C=C(C=C1)OC(F)(F)F (4-[{N-(2-(tert-butoxycarbonylamino)-5-trifluoromethoxybenzoyl)glycyl}aminomethyl]piperidine), BrC1=CC=C(CBr)C=C1 (4-bromobenzyl bromide), C(C)#N (acetonitrile). Solvent: C(Cl)(Cl)Cl (chloroform). Reaction conditions: temperature 60 celsius, time 12 hour. Product: NC1=C(C(=O)NCC(=O)NCC2CCN(CC2)CC2=CC=C(C=C2)Br)C=C(C=C1)OC(F)(F)F (4-[{N-(2-amino-5-trifluoromethoxybenzoyl)glycyl}aminomethyl]-1-(4-bromobenzyl)piperidine). As a reaction SMILES: C(OC([NH:8][C:9]1[CH:28]=[CH:27][C:26]([O:29][C:30]([F:33])([F:32])[F:31])=[CH:25][C:10]=1[C:11]([NH:13][CH2:14][C:15]([NH:17][CH2:18][CH:19]1[CH2:24][CH2:23][NH:22][CH2:21][CH2:20]1)=[O:16])=[O:12])=O)(C)(C)C.[Br:34][C:35]1[CH:42]=[CH:41][C:38]([CH2:39]Br)=[CH:37][CH:36]=1.C(#N)C>C(Cl)(Cl)Cl>[NH2:8][C:9]1[CH:28]=[CH:27][C:26]([O:29][C:30]([F:33])([F:32])[F:31])=[CH:25][C:10]=1[C:11]([NH:13][CH2:14][C:15]([NH:17][CH2:18][CH:19]1[CH2:24][CH2:23][N:22]([CH2:39][C:38]2[CH:41]=[CH:42][C:35]([Br:34])=[CH:36][CH:37]=2)[CH2:21][CH2:20]1)=[O:16])=[O:12]. Procedure: A mixture of 4-[{N-(2-(tert-butoxycarbonylamino)-5-trifluoromethoxybenzoyl)glycyl}aminomethyl]piperidine (0.050 mmol), 4-bromobenzyl bromide (0.060 mmol), piperidinomethylpolystyrene (60 mg), acetonitrile (0.8 mL) and chloroform (0.5 mL) was stirred at 60° C. for 12 h. The reaction mixture was cooled, loaded onto Varian™ SCX column and washed with 50% CHCl3/CH3OH (10 mL) and CH3OH (10 mL). Product was eluted using 2 N NH3 in CH3OH (5 mL) and concentrated. To the resulting material was added 4 N ... The reactants are [N+](=O)([O-])C=1C=C(C=CC1)S(=O)(=O)OC=1NS(C2=C(N1)C=CC=C2)(=O)=O (3-(m-nitrobenzenesulfonyloxy)-2H-1,2,4-benzothiadiazine 1,1-dioxide), CN1CCNCC1 (1-methylpiperazine). The solvent is CC(=O)C (acetone). Conditions: time 1 hour. Yields the product CN1CCN(CC1)C=1NS(C2=C(N1)C=CC=C2)(=O)=O (3-(4-Methyl-1-piperazinyl)-2H-1,2,4-benzothiadiazine 1,1-dioxide). Isolated yield 27.3%. As a reaction SMILES: [N+](C1C=C(S(O[C:14]2[NH:15][S:16](=[O:25])(=[O:24])[C:17]3[CH:23]=[CH:22][CH:21]=[CH:20][C:18]=3[N:19]=2)(=O)=O)C=CC=1)([O-])=O.[CH3:26][N:27]1[CH2:32][CH2:31][NH:30][CH2:29][CH2:28]1>CC(C)=O>[CH3:26][N:27]1[CH2:32][CH2:31][N:30]([C:14]2[NH:15][S:16](=[O:24])(=[O:25])[C:17]3[CH:23]=[CH:22][CH:21]=[CH:20][C:18]=3[N:19]=2)[CH2:29][CH2:28]1. Procedure: To a stirred suspension of 1.0 g of 3-(m-nitrobenzenesulfonyloxy)-2H-1,2,4-benzothiadiazine 1,1-dioxide in 10 ml of acetone is added dropwise 0.53 g of 1-methylpiperazine, while the mixture is cooled in an ice bath. After the addition, the mixture is stirred at room temperature for 1 hour. After removal of acetone by distillation under reduced pressure, 30 ml of water is added to the residue. The crystalline precipitate is collected by suction filtration and treated with 2 ml of a 10% aqueous so... The reactants are CC1=C(C(=O)O)C=CC(=C1)[N+](=O)[O-] (2-Methyl-4-nitrobenzoic acid). Reagents/catalysts: [C].[Pd] (palladium-carbon). Run in CO (methanol). Reaction conditions: time 16 hour. The product is NC1=CC(=C(C(=O)O)C=C1)C (4-amino-2-methylbenzoic acid). Reaction SMILES: [CH3:1][C:2]1[CH:10]=[C:9]([N+:11]([O-])=O)[CH:8]=[CH:7][C:3]=1[C:4]([OH:6])=[O:5]>CO.[C].[Pd]>[NH2:11][C:9]1[CH:8]=[CH:7][C:3]([C:4]([OH:6])=[O:5])=[C:2]([CH3:1])[CH:10]=1 |f:2.3|. Procedure details: 2-Methyl-4-nitrobenzoic acid (741 g, 5 mmol) was dissolved in methanol (20 mL), 10% palladium-carbon (100 mg) was added, and the mixture was stirred under a hydrogen atmosphere at room temperature for 16 hours. The reaction solution was filtered through celite and, thereafter, the filtrate was concentrated under reduced pressure to obtain 4-amino-2-methylbenzoic acid as a crude material. In accordance with Reference Example 23 and Reference Example 14, from 4-amino-2-methylbenzoic acid obtained,... Reactants: NC=1SC=2N=C(N=CC2N1)NC=1C=C(C=CC1C)NC(OC(C)(C)C)=O (tert-butyl {3-[(2-amino[1,3]thiazolo[5,4-d]pyrimidin-5-yl)amino]-4-methylphenyl)carbamate), C(C)(=O)Cl (acetyl chloride), C(O)([O-])=O.[Na+] (sodium hydrogen carbonate). The solvent is N1=CC=CC=C1 (pyridine). Conditions: time 1 hour. Yields the product C(C)(C)(C)OC(NC1=CC(=C(C=C1)C)NC=1N=CC2=C(N1)SC(=N2)NC(C)=O)=O (tert-butyl(3-{[2-(acetylamino)[1,3]thiazolo[5,4-d]pyrimidin-5-yl]amino}-4-methylphenyl)carbamate). The yield is 98.2%. RXN SMILES: [NH2:1][C:2]1[S:3][C:4]2[N:5]=[C:6]([NH:11][C:12]3[CH:13]=[C:14]([NH:19][C:20](=[O:26])[O:21][C:22]([CH3:25])([CH3:24])[CH3:23])[CH:15]=[CH:16][C:17]=3[CH3:18])[N:7]=[CH:8][C:9]=2[N:10]=1.[C:27](Cl)(=[O:29])[CH3:28].C(=O)([O-])O.[Na+]>N1C=CC=CC=1>[C:22]([O:21][C:20](=[O:26])[NH:19][C:14]1[CH:15]=[CH:16][C:17]([CH3:18])=[C:12]([NH:11][C:6]2[N:7]=[CH:8][C:9]3[N:10]=[C:2]([NH:1][C:27](=[O:29])[CH3:28])[S:3][C:4]=3[N:5]=2)[CH:13]=1)([CH3:23])([CH3:25])[CH3:24] |f:2.3|. Reported procedure: To a solution of tert-butyl {3-[(2-amino[1,3]thiazolo[5,4-d]pyrimidin-5-yl)amino]-4-methylphenyl)carbamate (1.20 g, 3.22 mmol) in pyridine (20 mL) was added acetyl chloride (575 μL, 8.06 mmol), and the mixture was stirred at room temperature for 1 hr. To the reaction mixture was added saturated aqueous sodium hydrogen carbonate solution (50 mL), and the mixture was extracted with ethyl acetate (50 mL, 10 mL). The combined organic layer was washed with saturated brine (10 mL), filtered through a ... Reactants: C[O-], CO, [Na+], Cc1ccc(S(=O)(=O)NN=Cc2ccccc2)cc1. Yields the product [N-]=[N+]=Cc1ccccc1. As a reaction SMILES: [CH3:20][O-:21].[CH3:23][OH:24].[Na+:22].[S:1]([c:2]1[cH:3][cH:4][c:5]([CH3:6])[cH:7][cH:8]1)(=[O:9])(=[O:10])[NH:11][N:12]=[CH:13][c:14]1[cH:15][cH:16][cH:17][cH:18][cH:19]1>>[N-:11]=[N+:12]=[CH:13][c:14]1[cH:15][cH:16][cH:17][cH:18][cH:19]1. The reactants are [Br-], ClC[Si]1(Cl)CCCC1, [Mg+]c1ccc(Cl)cc1. Product: ClC[Si]1(c2ccc(Cl)cc2)CCCC1. Reaction SMILES: [Br-:1].[Cl:10][Si:11]1([CH2:16][Cl:17])[CH2:12][CH2:13][CH2:14][CH2:15]1.[Cl:2][c:3]1[cH:4][cH:5][c:6]([Mg+:9])[cH:7][cH:8]1>>[Cl:2][c:3]1[cH:4][cH:5][c:6]([Si:11]2([CH2:16][Cl:17])[CH2:12][CH2:13][CH2:14][CH2:15]2)[cH:7][cH:8]1.